This data is from the Open Reaction Database (ORD), a public repository of structured organic reaction records. The task is: describe an organic reaction: reactants, conditions, products, and yield Starting materials: CNOC (N,O-dimethylhydroxylamine), [C@@H]([C@H](C(=O)[O-])O)(C(=O)[O-])O.[Na+].[K+] (Rochelle salt), solution, C[Al](C)C (trimethylaluminum), C(C)OC(C1=CN=CC(=C1)C#CC1=CC(=CC=C1)F)=O (5-(3-fluorophenylethynyl)-nicotinic acid ethyl ester). The solvent is C1(=CC=CC=C1)C (toluene), C(C)(=O)OCC (ethyl acetate), C1(=CC=CC=C1)C (toluene). Conditions: time 30 minute. Yields the product FC=1C=C(C=CC1)C#CC=1C=NC=C(C(=O)N(C)OC)C1 (5-(3-Fluorophenylethynyl)-N-methoxy-N-methylnicotinamide). Isolated yield 33.2%. RXN SMILES: C[Al](C)C.C(O[C:8](=[O:24])[C:9]1[CH:14]=[C:13]([C:15]#[C:16][C:17]2[CH:22]=[CH:21][CH:20]=[C:19]([F:23])[CH:18]=2)[CH:12]=[N:11][CH:10]=1)C.[CH3:25][NH:26][O:27][CH3:28].[C@H](O)(C([O-])=O)[C@@H](O)C([O-])=O.[Na+].[K+]>C1(C)C=CC=CC=1.C(OCC)(=O)C>[F:23][C:19]1[CH:18]=[C:17]([C:16]#[C:15][C:13]2[CH:12]=[N:11][CH:10]=[C:9]([CH:14]=2)[C:8]([N:26]([O:27][CH3:28])[CH3:25])=[O:24])[CH:22]=[CH:21][CH:20]=1 |f:3.4.5|. Reported procedure: Sequentially add a 2 M solution of trimethylaluminum in toluene (0.64 g, 8.91 mmol) and 5-(3-fluorophenylethynyl)-nicotinic acid ethyl ester (0.24 g, 0.89 mmol), (prepared essentially as described in PREPARATION 17), to a solution of N,O-dimethylhydroxylamine (0.435 g, 4.46 mmol) in anhydrous toluene (4.0 mL) at 0° C. After 30 min, warm to room temperature and stir overnight. Dilute the reaction with ethyl acetate and an aqueous saturated solution of Rochelle salt (potassium sodium tartrate) and... The reactants are O (Water), CC=1N=CNC1C=O (4-methyl-1H-imidazole-5-carbaldehyde), diaza(1,3)bicyclo[5.4.0]undecane, ICC (iodoethane). Solvent: C1CCOC1 (THF), C1CCOC1 (THF). Run at time 8 hour. The product is C(C)N1C=NC(=C1C=O)C (1-ethyl-4-methyl-1H-imidazole-5-carbaldehyde). Isolated yield 12.8%. Reaction SMILES: [CH3:1][C:2]1[N:3]=[CH:4][NH:5][C:6]=1[CH:7]=[O:8].I[CH2:10][CH3:11].O>C1COCC1>[CH2:10]([N:5]1[C:6]([CH:7]=[O:8])=[C:2]([CH3:1])[N:3]=[CH:4]1)[CH3:11]. Reported procedure: To 4-methyl-1H-imidazole-5-carbaldehyde (5.0 g, 45.4 mmol) in anhydrous THF (50 mL) was added diaza(1,3)bicyclo[5.4.0]undecane (DBU, 6.8 mL, 45.4 mmol), and iodoethane (3.4 mL, 45.4 mmol). The mixture was stirred at room temperature overnight. Water (50 mL) was added before the THF was evaporated. The mixture was extracted with EtOAc (1×50 mL) and 2-butanol (2×50 mL). The organic extracts were combined, dried over MgSO4, filtered, evaporated, and dried in vacuo. The crude product was purified by... Starting materials: ice water, COC1=C2C=CC(=CC2=CC=C1)C=O (5-Methoxynaphthalene-2-aldehyde), N1CCCCC1 (piperidine), C(CC(=O)O)(=O)O (malonic acid), C(CC(=O)O)(=O)O (malonic acid), Cl (hydrochloric acid). Solvent: N1=CC=CC=C1 (pyridine). Reaction conditions: time 8 hour. The product is COC1=C2C=CC(=CC2=CC=C1)C=CC(=O)O (β-(5-methoxynaphth-2-yl)propenoic acid). RXN SMILES: [CH3:1][O:2][C:3]1[CH:12]=[CH:11][CH:10]=[C:9]2[C:4]=1[CH:5]=[CH:6][C:7]([CH:13]=O)=[CH:8]2.C(O)(=O)[CH2:16][C:17]([OH:19])=[O:18].N1CCCCC1.Cl>N1C=CC=CC=1>[CH3:1][O:2][C:3]1[CH:12]=[CH:11][CH:10]=[C:9]2[C:4]=1[CH:5]=[CH:6][C:7]([CH:13]=[CH:16][C:17]([OH:19])=[O:18])=[CH:8]2. Procedure details: 5-Methoxynaphthalene-2-aldehyde (0.1 mole), malonic acid (0.2 moles), and dry pyridine (175 ml) are placed in a 1 1 round-bottom flask. The malonic acid is dissolved by shaking on a steam bath and piperidine (0.5 ml) is added. The reaction is allowed to take place on the steam bath for 4 hours. After standing at room temperature overnight, the mixture is refluxed for 1 hour and cooled. The reaction mixture is poured into 250 ml of ice water and acidified with concentrated hydrochloric acid (80 m... Starting materials: COC1=C(OC)C(=O)C(CCCCCCCCCCO)=C(C)C1=O, CC(=O)OC(C)=O, O, c1ccncc1. Yields the product COC1=C(OC)C(=O)C(CCCCCCCCCCOC(C)=O)=C(C)C1=O. Reaction SMILES: [CH3:1][O:2][C:3]1=[C:8]([O:9][CH3:10])[C:7](=[O:11])[C:6]([CH3:12])=[C:5]([CH2:13][CH2:14][CH2:15][CH2:16][CH2:17][CH2:18][CH2:19][CH2:20][CH2:21][CH2:22][OH:23])[C:4]1=[O:24].[CH3:25][C:26](=[O:27])[O:28][C:29](=[O:30])[CH3:31].[OH2:38].[cH:32]1[cH:33][cH:34][n:35][cH:36][cH:37]1>>[CH3:1][O:2][C:3]1=[C:8]([O:9][CH3:10])[C:7](=[O:11])[C:6]([CH3:12])=[C:5]([CH2:13][CH2:14][CH2:15][CH2:16][CH2:17][CH2:18][CH2:19][CH2:20][CH2:21][CH2:22][O:23][C:26]([CH3:25])=[O:27])[C:4]1=[O:24]. The reactants are [O-]P(=O)([O-])OP(=O)([O-])OP(=O)([O-])[O-].[Na+].[Na+].[Na+].[Na+].[Na+] (sodium tripolyphosphate). Run in O (water). Yields the product O.O.O.O.O.O.[O-]P(=O)([O-])OP(=O)([O-])OP(=O)([O-])[O-].[Na+].[Na+].[Na+].[Na+].[Na+] (sodium tripolyphosphate hexahydrate). As a reaction SMILES: [O-:1][P:2]([O:5][P:6]([O:9][P:10]([O-:13])([O-:12])=[O:11])([O-:8])=[O:7])([O-:4])=[O:3].[Na+:14].[Na+].[Na+].[Na+].[Na+]>O>[OH2:1].[OH2:1].[OH2:1].[OH2:1].[OH2:1].[OH2:1].[O-:13][P:10]([O:9][P:6]([O:5][P:2]([O-:4])([O-:3])=[O:1])([O-:8])=[O:7])([O-:12])=[O:11].[Na+:14].[Na+:14].[Na+:14].[Na+:14].[Na+:14] |f:0.1.2.3.4.5,7.8.9.10.11.12.13.14.15.16.17.18|. Procedure details: In carrying out the process of this invention, the anhydrous sodium tripolyphosphate particles are moisturized with from about 145% to about 185% by weight of the theoretical quantity of water necessary to produce sodium tripolyphosphate hexahydrate. This range of added water is equivalent to from about 30% to about 35% water by weight based on the weight of the wet sodium tripolyphosphate, that is, the weight of the anhydrous sodium tripolyphosphate plus the added water. Preferably, the anhydro... Starting materials: [N+](=O)([O-])[O-].N1N=CC2=CC(=CC=C12)NC(=[NH2+])N (indazol-5-ylguanidinium nitrate), C(C)(C)(C)OC(=O)NC(C)(C)C1=CC=C(C=C1)C(C(=CN(C)C)C#N)=O (1-[4-(1-tert-butoxycarbonylamino-1-methylethyl)phenyl]-2-cyano-3-dimethylaminopropen-1-one), [OH-].[Na+] (sodium hydroxide). Solvent: CC(C)O (propan-2-ol). Yields the product C(C)(C)(C)OC(=O)NC(C)(C)C1=CC=C(C=C1)C1=NC(=NC=C1C#N)NC=1C=C2C=NNC2=CC1 (4-[4-(1-tert-butoxycarbonylamino-1-methylethyl)phenyl]-5-cyano-N-(indazol-5-yl)-pyrimidine-2-amine). Isolated yield 90.5%. As a reaction SMILES: [N+]([O-])([O-])=O.[NH:5]1[C:13]2[C:8](=[CH:9][C:10]([NH:14][C:15]([NH2:17])=[NH2+:16])=[CH:11][CH:12]=2)[CH:7]=[N:6]1.[C:18]([O:22][C:23]([NH:25][C:26]([C:29]1[CH:34]=[CH:33][C:32]([C:35](=O)[C:36]([C:41]#N)=[CH:37][N:38](C)C)=[CH:31][CH:30]=1)([CH3:28])[CH3:27])=[O:24])([CH3:21])([CH3:20])[CH3:19].[OH-].[Na+]>CC(O)C>[C:18]([O:22][C:23]([NH:25][C:26]([C:29]1[CH:34]=[CH:33][C:32]([C:35]2[C:36]([C:37]#[N:38])=[CH:41][N:17]=[C:15]([NH:14][C:10]3[CH:9]=[C:8]4[C:13](=[CH:12][CH:11]=3)[NH:5][N:6]=[CH:7]4)[N:16]=2)=[CH:31][CH:30]=1)([CH3:28])[CH3:27])=[O:24])([CH3:20])([CH3:19])[CH3:21] |f:0.1,3.4|. Reported procedure: A mixture of indazol-5-ylguanidinium nitrate (524 mg, 2.2 mmol), 1-[4-(1-tert-butoxycarbonylamino-1-methylethyl)phenyl]-2-cyano-3-dimethylaminopropen-1-one (714 mg, 2.0 mmol) and powdered sodium hydroxide (96 mg, 2.4 mmol) in propan-2-ol (30 ml) was heated at reflux for 6 h. The reaction was concentrated in vacuo and the residue purified by column chromatography (silica, 60% ethyl acetate in hexane, loading the crude material in dichloromethane) to give 4-[4-(1-tert-butoxycarbonylamino-1-methyle... Starting materials: c1ccc2c(c1)CCN2, Cc1ccccc1, O=CO, O. The product is O=CN1CCc2ccccc21. As a reaction SMILES: [CH2:1]1[CH2:2][c:3]2[cH:4][cH:5][cH:6][cH:7][c:8]2[NH:9]1.[CH3:14][c:15]1[cH:16][cH:17][cH:18][cH:19][cH:20]1.[CH:10](=[O:11])[OH:12].[OH2:13]>>[CH2:1]1[CH2:2][c:3]2[cH:4][cH:5][cH:6][cH:7][c:8]2[N:9]1[CH:10]=[O:11]. Reactants: ClC1=C(C=CC(=C1)C#C[Si](C)(C)C)NC1=C(C(=O)NOCCO)C=CC(=C1F)F (2-(2-chloro-4-trimethylsilanylethynyl-phenylamino)-3,4-difluoro-N-(2-hydroxy-ethoxy)-benzamide), ClC1=C(C=CC(=C1)C#C[Si](C)(C)C)NC1=C(C(=O)NOCCO)C=CC(=C1F)F (2-(2-Chloro-4-trimethylsilanylethynyl-phenylamino)-3,4-difluoro-N-(2-hydroxy-ethoxy)-benzamide), C(C)(=O)O (acetic acid), [F-].[Cs+] (cesium fluoride), resultant solution. The solvent is CO (methanol). Conditions: time 26 hour. The product is ClC1=C(C=CC(=C1)C#C)NC1=C(C(=O)NOCCO)C=CC(=C1F)F (2-(2-chloro-4-ethynyl-phenylamino)-3,4-difluoro-N-(2-hydroxy-ethoxy)-benzamide). As a reaction SMILES: [Cl:1][C:2]1[CH:7]=[C:6]([C:8]#[C:9][Si](C)(C)C)[CH:5]=[CH:4][C:3]=1[NH:14][C:15]1[C:27]([F:28])=[C:26]([F:29])[CH:25]=[CH:24][C:16]=1[C:17]([NH:19][O:20][CH2:21][CH2:22][OH:23])=[O:18].C(O)(=O)C.[F-].[Cs+]>CO>[Cl:1][C:2]1[CH:7]=[C:6]([C:8]#[CH:9])[CH:5]=[CH:4][C:3]=1[NH:14][C:15]1[C:27]([F:28])=[C:26]([F:29])[CH:25]=[CH:24][C:16]=1[C:17]([NH:19][O:20][CH2:21][CH2:22][OH:23])=[O:18] |f:2.3|. Procedure: To a solution of the product of Example 8, Step A, 2-(2-Chloro-4-trimethylsilanylethynyl-phenylamino)-3,4-difluoro-N-(2-hydroxy-ethoxy)-benzamide (0.704 g, 1.60 mmol) in methanol (21 mL) was added acetic acid (0.1 mL) and cesium fluoride (0.600 g, 3.95 mmol). The resultant solution was stirred at ambient temperature. After 26 hours, the reaction mixture was partitioned between ethyl acetate (100 mL) and water (25 mL) and the organic layer was further washed with water (25 mL) and saturated brine...